From a dataset of the Open Reaction Database (ORD), a public repository of structured organic reaction records. describe an organic reaction: reactants, conditions, products, and yield Reactants: ClC1=C(C=CC=C1OC1=CC=CC=C1)C=1OCC(N1)(C)C (2-(2-Chloro-3-phenoxyphenyl)-4,4-dimethyl-4,5-dihydrooxazole), CI (methyl iodide), CCOCC (Et2O). RXN SMILES: [Cl:1][C:2]1[C:7]([O:8][C:9]2[CH:14]=[CH:13][CH:12]=[CH:11][CH:10]=2)=[CH:6][CH:5]=[CH:4][C:3]=1[C:15]1[O:16][CH2:17][C:18]([CH3:21])([CH3:20])[N:19]=1.C[I:23].[CH3:24]COCC>[N+](C)([O-])=O>[I-:23].[Cl:1][C:2]1[C:7]([O:8][C:9]2[CH:10]=[CH:11][CH:12]=[CH:13][CH:14]=2)=[CH:6][CH:5]=[CH:4][C:3]=1[C:15]1[O:16][CH2:17][C:18]([CH3:21])([CH3:20])[N+:19]=1[CH3:24] |f:4.5|. Yields the product [I-].ClC1=C(C=CC=C1OC1=CC=CC=C1)C=1OCC([N+]1C)(C)C (2-(2-chloro-3-phenoxyphenyl)-3,4,4-trimethyl-4,5-dihydrooxazolium iodide). Reported procedure: 2-(2-Chloro-3-phenoxyphenyl)-4,4-dimethyl-4,5-dihydrooxazole (2.80 g, 9.28 mmol) was heated with methyl iodide (1.8 mL) in nitromethane (4.0 mL) for 24 hr, (bath temp ca 70° C.). The brown solution was allowed to cool and Et2O was added until a slight cloudiness was observed. Crystallization commenced almost immediately and the mixture was allowed to stand in the freezer overnight. Large off-white crystals of the product: 2-(2-chloro-3-phenoxyphenyl)-3,4,4-trimethyl-4,5-dihydrooxazolium iodide w... Solvent: [N+](=O)([O-])C (nitromethane). The reactants are ClC1=C(C=O)C=CC=C1C (2-chloro-3-methylbenzaldehyde), COC(CN)OC (2,2-dimethoxyethylamine). Yields the product ClC=1C(=CC=C2C=CN=CC12)C (8-Chloro-7-methylisoquinoline). Reaction SMILES: [Cl:1][C:2]1[C:9]([CH3:10])=[CH:8][CH:7]=[CH:6][C:3]=1[CH:4]=O.CO[CH:13](OC)[CH2:14][NH2:15]>>[Cl:1][C:2]1[C:9]([CH3:10])=[CH:8][CH:7]=[C:6]2[C:3]=1[CH:4]=[N:15][CH:14]=[CH:13]2. Procedure details: 8-Chloro-7-methylisoquinoline was prepared from 2-chloro-3-methylbenzaldehyde and 2,2-dimethoxyethylamine by the procedure described in Example 1.